The task is: describe an organic reaction: reactants, conditions, products, and yield. This data is from the Open Reaction Database (ORD), a public repository of structured organic reaction records. Product: ClC1=C(C=CC(=C1)C(=O)N1CCN(CC1)C1=C(C=C(C=C1)C)C)N1C(OCC1)=O (3-{2-chloro-4-[4-(2,4-dimethylphenyl)piperazine-1-carbonyl]phenyl}oxazolidin-2-one). The yield is 57.8%. Procedure details: By reaction and treatment in the same manner as in Example 1 and using (4-bromo-3-chlorophenyl)[4-(2,4-dimethylphenyl)piperazin-1-yl]methanone (815 mg) described in Preparation Example 3 and oxazolidin-2-one (174 mg), the title compound (478 mg) was obtained. Starting materials: BrC1=C(C=C(C=C1)C(=O)N1CCN(CC1)C1=C(C=C(C=C1)C)C)Cl ((4-bromo-3-chlorophenyl)[4-(2,4-dimethylphenyl)piperazin-1-yl]methanone), O1C(NCC1)=O (oxazolidin-2-one). RXN SMILES: Br[C:2]1[CH:7]=[CH:6][C:5]([C:8]([N:10]2[CH2:15][CH2:14][N:13]([C:16]3[CH:21]=[CH:20][C:19]([CH3:22])=[CH:18][C:17]=3[CH3:23])[CH2:12][CH2:11]2)=[O:9])=[CH:4][C:3]=1[Cl:24].[O:25]1[CH2:29][CH2:28][NH:27][C:26]1=[O:30]>>[Cl:24][C:3]1[CH:4]=[C:5]([C:8]([N:10]2[CH2:15][CH2:14][N:13]([C:16]3[CH:21]=[CH:20][C:19]([CH3:22])=[CH:18][C:17]=3[CH3:23])[CH2:12][CH2:11]2)=[O:9])[CH:6]=[CH:7][C:2]=1[N:27]1[CH2:28][CH2:29][O:25][C:26]1=[O:30].